Dataset: the Open Reaction Database (ORD), a public repository of structured organic reaction records. Task: describe an organic reaction: reactants, conditions, products, and yield Starting materials: O=C([O-])O, Nc1ccc2c(c1)OCO2, CCO, O=[N+]([O-])c1ccc(F)nc1F, [Na+], O. The product is O=[N+]([O-])c1ccc(F)nc1Nc1ccc2c(c1)OCO2. As a reaction SMILES: [C:15](=[O:16])([OH:17])[O-:18].[CH2:20]1[O:21][c:22]2[cH:23][c:24]([NH2:25])[cH:26][cH:27][c:28]2[O:29]1.[CH3:1][CH2:2][OH:3].[F:4][c:5]1[n:6][c:7]([F:14])[cH:8][cH:9][c:10]1[N+:11](=[O:12])[O-:13].[Na+:19].[OH2:30]>>[c:5]1([NH:25][c:24]2[cH:23][c:22]3[c:28]([cH:27][cH:26]2)[O:29][CH2:20][O:21]3)[n:6][c:7]([F:14])[cH:8][cH:9][c:10]1[N+:11](=[O:12])[O-:13]. As a reaction SMILES: [CH3:21][CH2:22][NH2:23].[CH3:24][CH2:25][OH:26].[NH2:1][c:2]1[cH:3][cH:4][c:5]([S:8](=[O:9])(=[O:10])[NH:11][c:12]2[n:13][c:14]([NH:19][CH3:20])[n:15][c:16]([Cl:18])[cH:17]2)[cH:6][cH:7]1>>[NH2:1][c:2]1[cH:3][cH:4][c:5]([S:8](=[O:9])(=[O:10])[NH:11][c:12]2[n:13][c:14]([NH:19][CH3:20])[n:15][c:16]([NH:23][CH2:22][CH3:21])[cH:17]2)[cH:6][cH:7]1. The reactants are CCN, CCO, CNc1nc(Cl)cc(NS(=O)(=O)c2ccc(N)cc2)n1. The product is CCNc1cc(NS(=O)(=O)c2ccc(N)cc2)nc(NC)n1. Starting materials: C1CCC2=NCCCN2CC1 (DBU), C(C1=CC=CC=C1)(=O)O (benzoic acid). The solvent is C(Cl)Cl (CH2Cl2), O (water). Conditions: temperature 90 celsius. Product: C(C1=CC=CC=C1)(=O)OC (methyl benzoate). Reaction SMILES: [CH2:1]1CCN2C(=NCCC2)CC1.[C:12]([OH:20])(=[O:19])[C:13]1[CH:18]=[CH:17][CH:16]=[CH:15][CH:14]=1>C(Cl)Cl.O>[C:12]([O:20][CH3:1])(=[O:19])[C:13]1[CH:18]=[CH:17][CH:16]=[CH:15][CH:14]=1. Reported procedure: DBU (2.5 g, 16.4 mmol) was added to a mixture of benzoic acid (2.0 g, 16.4 mmol) in DMC (20 mL) and the resulting mixture was heated to reflux (90° C.) for 2.5 hours. The reaction mixture was cooled to ambient temperature and diluted with CH2Cl2 (50 mL) and water (40 mL). The organic layer was separated and washed in sequence with 2 M HCl (2×40 mL), saturated aqueous NaHCO3 (40 mL) and water (2×40 mL). The organic layer was dried over Na2SO4, filtered and concentrated under vacuum to give methyl... The product is O=C(O)CCCC(=O)ON1C(=O)CCC1=O. Reaction SMILES: [C:1]1(=[O:8])[CH2:2][CH2:3][CH2:4][C:5](=[O:6])[O:7]1.[CH2:17]1[O:18][CH2:19][CH2:20][CH2:21]1.[OH:9][N:10]1[C:11](=[O:16])[CH2:12][CH2:13][C:14]1=[O:15]>>[C:1]([CH2:2][CH2:3][CH2:4][C:5](=[O:6])[OH:7])(=[O:8])[O:9][N:10]1[C:11](=[O:16])[CH2:12][CH2:13][C:14]1=[O:15]. Reactants: O=C1CCCC(=O)O1, C1CCOC1, O=C1CCC(=O)N1O. Reactants: C123C(CC(CC1)C2)C(=O)OC3=O (bicyclo[2.2.1]heptane dicarboxylic anhydride), C(C1=CC=CC=C1)O (benzyl alcohol). Run in C(Cl)(Cl)Cl (chloroform). Yields the product C(C1=CC=CC=C1)OC1C(C2CCC1C2)C(=O)O (3-(benzyloxy)-bicyclo[2.2.1]heptane-2-carboxylic acid). As a reaction SMILES: [C:1]123C(=O)[O:10][C:8](=[O:9])[CH:2]1[CH2:3][CH:4]([CH2:7]2)[CH2:5][CH2:6]3.[CH2:13]([OH:20])[C:14]1[CH:19]=[CH:18][CH:17]=[CH:16][CH:15]=1>C(Cl)(Cl)Cl>[CH2:13]([O:20][CH:3]1[CH:4]2[CH2:7][CH:1]([CH2:6][CH2:5]2)[CH:2]1[C:8]([OH:10])=[O:9])[C:14]1[CH:19]=[CH:18][CH:17]=[CH:16][CH:15]=1. Reported procedure: 33.2 g (0.2 mol) bicyclo[2.2.1]heptane dicarboxylic anhydride and 27 g (0.25 mol) benzyl alcohol were charged to 500 ml chloroform in a 1 L round bottom flask. The system was refluxed for 16 hours with magnetic stirring. The solvent was then removed by rotary evaporator. The solid was then dried and grounded. The product was characterized using FTIR and GC-MS. The yield was quantitative. The reactants are COc1ccc(C(=O)Cl)cc1, CN(C)c1ccncc1, CC(C)(C)OC(=O)Nc1nc(-c2ccc([N+](=O)[O-])c(N)c2)cs1, c1ccncc1. The product is COc1ccc(C(=O)Nc2cc(-c3csc(NC(=O)OC(C)(C)C)n3)ccc2[N+](=O)[O-])cc1. Reaction SMILES: [CH3:24][O:25][c:26]1[cH:27][cH:28][c:29]([C:30](=[O:31])[Cl:32])[cH:33][cH:34]1.[CH3:41][N:42]([c:43]1[cH:44][cH:45][n:46][cH:47][cH:48]1)[CH3:49].[NH2:1][c:2]1[cH:3][c:4](-[c:11]2[n:12][c:13]([NH:16][C:17]([O:18][C:19]([CH3:20])([CH3:21])[CH3:22])=[O:23])[s:14][cH:15]2)[cH:5][cH:6][c:7]1[N+:8](=[O:9])[O-:10].[cH:35]1[cH:36][cH:37][n:38][cH:39][cH:40]1>>[NH:1]([c:2]1[cH:3][c:4](-[c:11]2[n:12][c:13]([NH:16][C:17]([O:18][C:19]([CH3:20])([CH3:21])[CH3:22])=[O:23])[s:14][cH:15]2)[cH:5][cH:6][c:7]1[N+:8](=[O:9])[O-:10])[C:30]([c:29]1[cH:28][cH:27][c:26]([O:25][CH3:24])[cH:34][cH:33]1)=[O:31]. Reactants: COC1=CC2=C(C(CNCC2)O)C=C1OC (7,8-dimethoxy-1-hydroxy-2,3,4,5-tetrahydro-3-benzazepine), [H-].[Na+] (sodium hydride), CN(C=O)C (dimethylformamide), ClC=1C=C(C=CC1Cl)F (3,4-dichlorofluorobenzene), CN(C=O)C (dimethylformamide), O (water). The product is C(C(=O)O)(=O)O.ClC=1C=C(OC2CNCCC3=C2C=C(C(=C3)OC)OC)C=CC1Cl (1-(3,4-Dichlorophenoxy)-7,8-dimethoxy-2,3,4,5-tetrahydro-3-benzazepine oxalate). Reported procedure: A solution of 7,8-dimethoxy-1-hydroxy-2,3,4,5-tetrahydro-3-benzazepine (3 g, 13.4 mmole) in 25 ml dimethylformamide was slowly dropped into a stirring suspension of sodium hydride (50% oil dispersion, 0.7 g, 14.8 mmole), previously washed with hexane, in 10 ml dimethylformamide. After the addition was completed, the mixture was warmed for one hour at 60° C., then was cooled and a solution of 3,4-dichlorofluorobenzene (2.4 g, 14.8 mmole) in 10 ml dimethylformamide was added. After stirring two ho... RXN SMILES: [CH3:1][O:2][C:3]1[C:14]([O:15][CH3:16])=[CH:13][C:6]2[CH:7]([OH:12])[CH2:8][NH:9][CH2:10][CH2:11][C:5]=2[CH:4]=1.[H-].[Na+].[Cl:19][C:20]1[CH:21]=[C:22](F)[CH:23]=[CH:24][C:25]=1[Cl:26].[OH2:28].CN(C)C=[O:32]>>[C:14]([OH:15])(=[O:32])[C:3]([OH:2])=[O:28].[Cl:19][C:20]1[CH:21]=[C:22]([CH:23]=[CH:24][C:25]=1[Cl:26])[O:12][CH:7]1[C:6]2[CH:13]=[C:14]([O:15][CH3:16])[C:3]([O:2][CH3:1])=[CH:4][C:5]=2[CH2:11][CH2:10][NH:9][CH2:8]1 |f:1.2,6.7|. Yield: 57.0%. Conditions: temperature 60 celsius, time 2 hour. Starting materials: [BH3-]C#N, CCO, CO, Cl, O=C1Nc2ccncc2C(c2ccccc2)N1C1CCNCC1, [Na+], O=Cc1ccsc1. Product: O=C1Nc2ccncc2C(c2ccccc2)N1C1CCN(Cc2ccsc2)CC1. Reaction SMILES: [C:35]([BH3-:36])#[N:37].[CH3:25][CH2:26][OH:27].[CH3:39][OH:40].[ClH:24].[NH:1]1[CH2:2][CH2:3][CH:4]([N:7]2[C:8](=[O:23])[NH:9][c:10]3[c:11]([cH:19][n:20][cH:21][cH:22]3)[CH:12]2[c:13]2[cH:14][cH:15][cH:16][cH:17][cH:18]2)[CH2:5][CH2:6]1.[Na+:38].[s:28]1[cH:29][c:30]([CH:33]=[O:34])[cH:31][cH:32]1>>[N:1]1([CH2:33][c:30]2[cH:29][s:28][cH:32][cH:31]2)[CH2:2][CH2:3][CH:4]([N:7]2[C:8](=[O:23])[NH:9][c:10]3[c:11]([cH:19][n:20][cH:21][cH:22]3)[CH:12]2[c:13]2[cH:14][cH:15][cH:16][cH:17][cH:18]2)[CH2:5][CH2:6]1. Reactants: CC(C(=O)O)CC1=CC=C(C=C1)C#N (α-Methyl-β-(p-cyanophenyl)propionic acid), polyphosphoric acid. Solvent: O (water). Yields the product C(#N)C1=CC=C2CC(C(C2=C1)=O)C (6-Cyano-2-methylindanone). Reaction SMILES: [CH3:1][CH:2]([CH2:6][C:7]1[CH:12]=[CH:11][C:10]([C:13]#[N:14])=[CH:9][CH:8]=1)[C:3]([OH:5])=O>O>[C:13]([C:10]1[CH:11]=[C:12]2[C:7]([CH2:6][CH:2]([CH3:1])[C:3]2=[O:5])=[CH:8][CH:9]=1)#[N:14]. Procedure details: α-Methyl-β-(p-cyanophenyl)propionic acid (14.5 g.) is added to 170 g. of polyphosphoric acid at 50° and the mixture is heated at 83°-90° for two hours. The syrup is poured into iced water, stirred for one-half hour and then extracted with ether three times. The ether solution is washed with water twice and 5% NaHCO3 five times until all the acidic material has been removed. The remaining neutral solution is washed with water and dried over sodium sulfate. Evaporation of the solution gives the in... Reactants: C(=O)(OC(C)(C)C)N[C@@H](CC(C)C)C=O (Boc-leucinal), C(CCC)[Li] (butyl lithium), CCCCCC (hexane), C(=O)=O.CC(=O)C (dry ice acetone). The reagents and catalysts are [Br-].C[P+](C1=CC=CC=C1)(C1=CC=CC=C1)C1=CC=CC=C1 (methyltriphenyl phosphonium bromide). Run in O (water), O1CCCC1 (tetrahydrofuran), O1CCCC1 (tetrahydrofuran). Run at temperature -78 celsius, time 10 minute. The product is C(C)(C)(C)OC(=O)NC(C=C)CC(C)C (3-t-butyloxycarbonylamino-5-methylhex-1-ene). Reaction SMILES: [C:1](=O)=O.CC(C)=O.C([Li])CCC.CCCCCC.[C:19]([NH:26][C@H:27]([CH:32]=O)[CH2:28][CH:29]([CH3:31])[CH3:30])([O:21][C:22]([CH3:25])([CH3:24])[CH3:23])=[O:20]>[Br-].C[P+](C1C=CC=CC=1)(C1C=CC=CC=1)C1C=CC=CC=1.O1CCCC1.O>[C:22]([O:21][C:19]([NH:26][CH:27]([CH2:28][CH:29]([CH3:31])[CH3:30])[CH:32]=[CH2:1])=[O:20])([CH3:25])([CH3:24])[CH3:23] |f:0.1,5.6|. Procedure: To a stirred suspension of methyltriphenyl phosphonium bromide (10.97 g, 30.70 mmol) in anhydrous tetrahydrofuran (200 ml) at -78° C. (dry ice/acetone bath) under an argon atmosphere, was added n butyl lithium (19.8 ml of a 1.55M hexane solution) dropwise over the course of 5 minutes. After 10 minutes, the -78° C. bath was replaced with a 0° C. bath for one half hour, at which time the resulting orange solution was cooled again to -78° C. The solution was then added dropwise by cannula to a stir...